describe an organic reaction: reactants, conditions, products, and yield From a dataset of the Open Reaction Database (ORD), a public repository of structured organic reaction records. Reported procedure: A solution of 125 g (0.58 mol) of a 25% solution of sodium methoxide in methanol dissolved in 100 ml of absolute ethanol was treated with 66.3 ml (0.29 mol) of dimethyl malonate followed by 60.0 g (0.20 mol) of 3-amino-5-benzylthio-1,2,4-triazole. The resulting solution was heated at reflux for 5 days. On cooling to room temperature the solid which had separated was collected by filtration, washed with cold ethanol and dissolved in 1000 ml of water. The resulting yellow solution was acidified wi... Reaction SMILES: C[O-].[Na+].[C:4]([O:11]C)(=O)[CH2:5][C:6](OC)=[O:7].[NH2:13][C:14]1[N:18]=[C:17]([S:19][CH2:20][C:21]2[CH:26]=[CH:25][CH:24]=[CH:23][CH:22]=2)[NH:16][N:15]=1>CO.C(O)C>[CH2:20]([S:19][C:17]1[N:18]=[C:14]2[N:13]=[C:4]([OH:11])[CH:5]=[C:6]([OH:7])[N:15]2[N:16]=1)[C:21]1[CH:22]=[CH:23][CH:24]=[CH:25][CH:26]=1 |f:0.1|. The product is C(C1=CC=CC=C1)SC1=NN2C(N=C(C=C2O)O)=N1 (2-benzylthio-5,7-dihydroxy-1,2,4-triazolo[1,5-a]pyrimidine). Run in CO (methanol), C(C)O (ethanol). Starting materials: solution, C[O-].[Na+] (sodium methoxide), NC1=NNC(=N1)SCC1=CC=CC=C1 (3-amino-5-benzylthio-1,2,4-triazole), C(CC(=O)OC)(=O)OC (dimethyl malonate). Isolated yield 127.8%. The reactants are ClC=1C=C(COC(=O)C=2C(C(=C(NC2C)C)C(=O)OC(C)C)C2=CC(=CC=C2)[N+](=O)[O-])C=CC1 (2,6-dimethyl-3-isopropoxycarbonyl-4-(3'-nitrophenyl)-1,4-dihydropyridine-5-carboxylic acid 3-chlorobenzyl ester), C(C)O (ethanol). The yield is 69.0%. RXN SMILES: [Cl:1][C:2]1[CH:3]=[C:4]([CH:32]=[CH:33][CH:34]=1)[CH2:5][O:6][C:7]([C:9]1C(C2C=CC=C([N+]([O-])=O)C=2)C(C(OC(C)C)=O)=C(C)[NH:13][C:14]=1[CH3:15])=[O:8].C(O)C>C(O)(C)C>[Cl:1][C:2]1[CH:3]=[C:4]([CH:32]=[CH:33][CH:34]=1)[CH2:5][O:6][C:7](=[O:8])/[CH:9]=[C:14](\[NH2:13])/[CH3:15]. The solvent is C(C)(C)O (isopropanol). Product: isopropyl ester, ClC=1C=C(COC(\C=C(\C)/N)=O)C=CC1 (β-aminocrotonic acid 3-chlorobenzyl ester). Procedure details: Analogously to Example 1 heating a solution of 75 mmols of 3'-nitrobenzylideneacetoaceic acid isopropyl ester and 75 mmols of β-aminocrotonic acid 3-chlorobenzyl ester in 120 ml of isopropanol gave 2,6-dimethyl-3-isopropoxycarbonyl-4-(3'-nitrophenyl)-1,4-dihydropyridine-5-carboxylic acid 3-chlorobenzyl ester of melting point 104° C (from ethanol).